From a dataset of the Open Reaction Database (ORD), a public repository of structured organic reaction records. describe an organic reaction: reactants, conditions, products, and yield Reactants: COC=1C=C2CCC(C2=CC1)=CC(=O)OCC (ethyl 2-(5-methoxy-2,3-dihydro-1H-inden-1-ylidene)acetate), [H][H] (hydrogen). The reagents and catalysts are [C].[Pd] (Palladium carbon). The solvent is CO (methanol). Reaction conditions: time 8 hour. The product is COC=1C=C2CCC(C2=CC1)CC(=O)OCC (Ethyl 2-(5-methoxy-2,3-dihydro-1H-inden-1-yl)acetate). Reaction SMILES: [CH3:1][O:2][C:3]1[CH:4]=[C:5]2[C:9](=[CH:10][CH:11]=1)[C:8](=[CH:12][C:13]([O:15][CH2:16][CH3:17])=[O:14])[CH2:7][CH2:6]2.[H][H]>[C].[Pd].CO>[CH3:1][O:2][C:3]1[CH:4]=[C:5]2[C:9](=[CH:10][CH:11]=1)[CH:8]([CH2:12][C:13]([O:15][CH2:16][CH3:17])=[O:14])[CH2:7][CH2:6]2 |f:2.3|. Procedure details: Into a 50-mL round-bottom flask, was placed ethyl 2-(5-methoxy-2,3-dihydro-1H-inden-1-ylidene)acetate (500 mg, 2.15 mmol, 1.00 equiv), methanol (3 mL), Palladium carbon (500 mg). To the mixture hydrogen was introduced in. The resulting solution was stirred overnight at room temperature. The solids were filtered out. The mixture was dried over anhydrous sodium sulfate. The solids were filtered out. The resulting mixture was concentrated under vacuum. The residue was applied onto a silica gel colu... Reactants: FC(COC1=C(C=CC=C1)N1CCNCC1)(F)F (1-[2-(2,2,2-trifluoroethoxy)phenyl]piperazine), ClCCCN1C(N(C(C(=C1)C)=O)C1=CC=C(C=C1)F)=O (1-(3-chloropropyl)-3-(4-fluorophenyl)-5-methyl-2,4(1H,3H)-pyrimidinedione). Yields the product Cl.FC(COC1=C(C=CC=C1)N1CCN(CC1)CCCN1C(N(C(C(=C1)C)=O)C1=CC=C(C=C1)F)=O)(F)F (1-(3-{4-[2-(2,2,2-trifluoroethoxy)phenyl]piperazin-1-yl}propyl)-3-(4-fluorophenyl)-5-methyl-2,4(1H,3H)-pyrimidinedione hydrochloride). As a reaction SMILES: [F:1][C:2]([F:18])([F:17])[CH2:3][O:4][C:5]1[CH:10]=[CH:9][CH:8]=[CH:7][C:6]=1[N:11]1[CH2:16][CH2:15][NH:14][CH2:13][CH2:12]1.[Cl:19][CH2:20][CH2:21][CH2:22][N:23]1[CH:28]=[C:27]([CH3:29])[C:26](=[O:30])[N:25]([C:31]2[CH:36]=[CH:35][C:34]([F:37])=[CH:33][CH:32]=2)[C:24]1=[O:38]>>[ClH:19].[F:18][C:2]([F:1])([F:17])[CH2:3][O:4][C:5]1[CH:10]=[CH:9][CH:8]=[CH:7][C:6]=1[N:11]1[CH2:16][CH2:15][N:14]([CH2:20][CH2:21][CH2:22][N:23]2[CH:28]=[C:27]([CH3:29])[C:26](=[O:30])[N:25]([C:31]3[CH:32]=[CH:33][C:34]([F:37])=[CH:35][CH:36]=3)[C:24]2=[O:38])[CH2:13][CH2:12]1 |f:2.3|. Procedure details: substituting 1-[2-(2,2,2-trifluoroethoxy)phenyl]piperazine and 1-(3-chloropropyl)-3-(4-fluorophenyl)-5-methyl-2,4(1H,3H)-pyrimidinedione gave 1-(3-{4-[2-(2,2,2-trifluoroethoxy)phenyl]piperazin-1-yl}propyl)-3-(4-fluorophenyl)-5-methyl-2,4(1H,3H)-pyrimidinedione hydrochloride, m.p. 220°-222° C.; Anal.: Calcd. for C26H28F4N4O3.(HCl)2.(H2O)0.1 : C, 52.46; H, 5.11; N, 9.41%; Found: C, 52.21; H, 4.91; N, 9.26%; The reactants are C(=O)(OC(C)(C)C)N[C@@H](CO)C1=NC2=C(N1)C=CC(=C2)Br ((1R)—N-Boc-1-(5-bromo-1H-benzimidazol-2-yl)-2-hydroxyethylamine), Cl (hydrochloric acid), ice. Solvent: C(C)(=O)OCC (ethyl acetate), O1CCOCC1 (dioxane). Run at time 16 hour. The product is BrC1=CC2=C(NC(=N2)[C@H](CO)N)C=C1 ((1R)-1-(5-bromo-1H-benzimidazol-2-yl)-2-hydroxy-ethylamine). As a reaction SMILES: C([NH:8][C@H:9]([C:12]1[NH:16][C:15]2[CH:17]=[CH:18][C:19]([Br:21])=[CH:20][C:14]=2[N:13]=1)[CH2:10][OH:11])(OC(C)(C)C)=O.Cl>C(OCC)(=O)C.O1CCOCC1>[Br:21][C:19]1[CH:18]=[CH:17][C:15]2[NH:16][C:12]([C@@H:9]([NH2:8])[CH2:10][OH:11])=[N:13][C:14]=2[CH:20]=1. Procedure details: 2.00 g (5.62 mmol) (1R)—N-Boc-1-(5-bromo-1H-benzimidazol-2-yl)-2-hydroxyethylamine in 40 ml of ethyl acetate are combined with 8.0 ml 4-molar hydrochloric acid in dioxane while cooling in the ice bath and stirred for 16 hours at ambient temperature. The reaction mixture is evaporated down and the resulting precipitate is filtered off. Isolated yield 25.2%. Solvent: CN(C)C=O (DMF). Conditions: temperature 85 celsius. Reported procedure: A mixture of 4-(4,4,5,5-tetramethyl-1,3,2-dioxaborolan-2-yl)phenol (1 g, 4.5 mmole), 1-bromo-2-methoxyethane (0.7 g, 5 mmole) and K2CO3 (1.3 g, 9 mmole) in DMF (10 mL) was heated at 85° C. for 20 hr, diluted by ethyl acetate, washed by water, dried over MgSO4, filtered, concentrated under vacuum, purified by ISCO (silica gel, elute: 10% ethyl acetate in hexane) to give liquid product (316 mg, 25% yield). MS (ESI) m/z: Calc. 278.2 (M+). Found: 279.3 (M++1). Reaction SMILES: [CH3:1][C:2]1([CH3:16])[C:6]([CH3:8])([CH3:7])[O:5][B:4]([C:9]2[CH:14]=[CH:13][C:12]([OH:15])=[CH:11][CH:10]=2)[O:3]1.Br[CH2:18][CH2:19][O:20][CH3:21].C([O-])([O-])=O.[K+].[K+].C(OCC)(=O)C>CN(C=O)C>[CH3:21][O:20][CH2:19][CH2:18][O:15][C:12]1[CH:13]=[CH:14][C:9]([B:4]2[O:3][C:2]([CH3:16])([CH3:1])[C:6]([CH3:7])([CH3:8])[O:5]2)=[CH:10][CH:11]=1 |f:2.3.4|. Reactants: C(C)(=O)OCC (ethyl acetate), CC1(OB(OC1(C)C)C1=CC=C(C=C1)O)C (4-(4,4,5,5-tetramethyl-1,3,2-dioxaborolan-2-yl)phenol), BrCCOC (1-bromo-2-methoxyethane), C(=O)([O-])[O-].[K+].[K+] (K2CO3). The product is COCCOC1=CC=C(C=C1)B1OC(C(O1)(C)C)(C)C (2-(4-(2-methoxyethoxy)phenyl)-4,4,5,5-tetramethyl-1,3,2-dioxaborolane). Starting materials: CNC, CC(=O)N1CCc2c(n(C)c3ccccc23)C1CCCCl, O. Product: CC(=O)N1CCc2c(n(C)c3ccccc23)C1CCCN(C)C. Reaction SMILES: [CH3:22][NH:23][CH3:24].[Cl:1][CH2:2][CH2:3][CH2:4][CH:5]1[N:6]([C:19]([CH3:20])=[O:21])[CH2:7][CH2:8][c:9]2[c:10]3[cH:11][cH:12][cH:13][cH:14][c:15]3[n:16]([CH3:18])[c:17]21.[OH2:25]>>[CH2:2]([CH2:3][CH2:4][CH:5]1[N:6]([C:19]([CH3:20])=[O:21])[CH2:7][CH2:8][c:9]2[c:10]3[cH:11][cH:12][cH:13][cH:14][c:15]3[n:16]([CH3:18])[c:17]21)[N:23]([CH3:22])[CH3:24]. The reactants are CN1CCC(CC1)CCCCO (4-(1-methyl-piperidin-4-yl)-butan-1-ol), N(=NC(=O)OC(C)C)C(=O)OC(C)C (diisopropyl azodicarboxylate), OC=1C=C(C#N)C=CC1 (3-hydroxy-benzonitrile), C1=CC=C(C=C1)P(C2=CC=CC=C2)C3=CC=CC=C3 (PPh3). Solvent: C1CCOC1 (THF). Product: CN1CCC(CC1)CCCCOC=1C=C(C#N)C=CC1 (3-[4-(1-Methyl-piperidin-4-yl)-butoxy]-benzonitrile). Isolated yield 70.6%. As a reaction SMILES: [CH3:1][N:2]1[CH2:7][CH2:6][CH:5]([CH2:8][CH2:9][CH2:10][CH2:11][OH:12])[CH2:4][CH2:3]1.O[C:14]1[CH:15]=[C:16]([CH:19]=[CH:20][CH:21]=1)[C:17]#[N:18].C1C=CC(P(C2C=CC=CC=2)C2C=CC=CC=2)=CC=1.N(C(OC(C)C)=O)=NC(OC(C)C)=O>C1COCC1>[CH3:1][N:2]1[CH2:7][CH2:6][CH:5]([CH2:8][CH2:9][CH2:10][CH2:11][O:12][C:14]2[CH:15]=[C:16]([CH:19]=[CH:20][CH:21]=2)[C:17]#[N:18])[CH2:4][CH2:3]1. Procedure details: To a 0° C. solution of 4-(1-methyl-piperidin-4-yl)-butan-1-ol (0.74 g, 4.37 mmol), 3-hydroxy-benzonitrile (0.52 g, 4.37 mmol), and 3 mmol/g polymer supported PPh3 (2.30 g, 8.73 mmol) in THF (40 mL) was added diisopropyl azodicarboxylate (1.72 mL, 8.73 mmol) dropwise. After 6 h the mixture was filtered and concentrated. Purification by Method 1 afforded 840 mg (71%) of a yellow oil. MS (ESI): mass calcd for C17H24N2O, 272.19; m/z found, 273.4 [M+H]+. 1H NMR (400 MHz, CDCl3): 7.38-7.33 (m, 1H), 7.... Reactants: [H-].[Na+] (NaH), COC(CCCCCCCN1C(NC2=C1C=CC=C2)=O)=O (8-(2-Oxo-benzimidazolin-1-yl)-caprylic acid methyl ester), COC(CCCCCCCBr)=O (8-bromocaprylic acid methyl ester). Run in CN(C)C=O (DMF). The product is COC(CCCCCCCN1C(N(C2=C1C=CC=C2)CC2=CC=CC=C2)=O)=O (8-(3-Benzyl-2-oxo-benzimidazolin-1-yl)-caprylic acid methyl ester). Reaction SMILES: [H-].[Na+].[CH3:3][O:4][C:5](=[O:23])[CH2:6][CH2:7][CH2:8][CH2:9][CH2:10][CH2:11][CH2:12][N:13]1[C:17]2[CH:18]=[CH:19][CH:20]=[CH:21][C:16]=2[NH:15][C:14]1=[O:22].COC(=O)[CH2:27][CH2:28][CH2:29][CH2:30][CH2:31][CH2:32][CH2:33]Br>CN(C=O)C>[CH3:3][O:4][C:5](=[O:23])[CH2:6][CH2:7][CH2:8][CH2:9][CH2:10][CH2:11][CH2:12][N:13]1[C:17]2[CH:18]=[CH:19][CH:20]=[CH:21][C:16]=2[N:15]([CH2:33][C:32]2[CH:27]=[CH:28][CH:29]=[CH:30][CH:31]=2)[C:14]1=[O:22] |f:0.1|. Procedure details: The product is produced as described in example 1 from 0.75 g. of NaH (80% suspension in mineral oil), 5.6 g. of 1-benzylbenzimidazolin-2-one (produced in usual manners by alkylation of benzimidazolin-2-one with benzylchloride according to example 8), 50 cc. of DMF, 5.9 g. of 8-bromocaprylic acid methyl ester and 0.75 g. of NaJ. The reactants are COC(C1=CC(=C(C=C1)F)[N+](=O)[O-])=O (4-fluoro-3-nitro-benzoic acid methyl ester), Cl (hydrochloric acid), CC1C(CCC1)N (2-methyl-cyclopentylamine), C([O-])([O-])=O.[K+].[K+] (potassium carbonate). Solvent: O (water), CN(C)C=O (DMF). Run at time 16 hour. The product is COC(C1=CC(=C(C=C1)NC1C(CCC1)C)[N+](=O)[O-])=O (4-(2-Methyl-cyclopentylamino)-3-nitro-benzoic acid methyl ester). Yield: 97.8%. Reaction SMILES: [CH3:1][O:2][C:3](=[O:14])[C:4]1[CH:9]=[CH:8][C:7](F)=[C:6]([N+:11]([O-:13])=[O:12])[CH:5]=1.C(=O)([O-])[O-].[K+].[K+].[CH3:21][CH:22]1[CH2:26][CH2:25][CH2:24][CH:23]1[NH2:27].Cl>O.CN(C=O)C>[CH3:1][O:2][C:3](=[O:14])[C:4]1[CH:9]=[CH:8][C:7]([NH:27][CH:23]2[CH2:24][CH2:25][CH2:26][CH:22]2[CH3:21])=[C:6]([N+:11]([O-:13])=[O:12])[CH:5]=1 |f:1.2.3|. Procedure details: To a solution of 9.32 g of 4-fluoro-3-nitro-benzoic acid methyl ester in 30 ml of abs. DMF was added 16.47 g of potassium carbonate, followed by 5.00 g of 2-methyl-cyclopentylamine. After 16 h at rt, the mixture was poured into water, the pH was adjusted to 5 by the addition of 2 M aqueous hydrochloric acid, and the reaction mixture was extracted with ethyl acetate three times. The combined organic phases were washed with water, dried over sodium sulphate and concentrated to yield 12.74 g (100%)...